Dataset: the Open Reaction Database (ORD), a public repository of structured organic reaction records. Task: describe an organic reaction: reactants, conditions, products, and yield The reactants are C(C)(C)(C)OC(=O)N1CCC(CC1)N1C(=NC2=C1C=CC(=C2)C)OCC (4-(2-ethoxy-5-methylbenzoimidazol-1-yl)-piperidine-1-carboxylic acid tert-butyl ester), C(=O)(C(F)(F)F)O (TFA). Solvent: C(Cl)Cl (CH2Cl2). Yields the product C(C)OC1=NC2=C(N1C1CCNCC1)C=CC(=C2)C (4-(2-ethoxy-5-methylbenzoimidazol-1-yl)-piperidine). As a reaction SMILES: C(OC([N:8]1[CH2:13][CH2:12][CH:11]([N:14]2[C:18]3[CH:19]=[CH:20][C:21]([CH3:23])=[CH:22][C:17]=3[N:16]=[C:15]2[O:24][CH2:25][CH3:26])[CH2:10][CH2:9]1)=O)(C)(C)C.C(O)(C(F)(F)F)=O>C(Cl)Cl>[CH2:25]([O:24][C:15]1[N:14]([CH:11]2[CH2:10][CH2:9][NH:8][CH2:13][CH2:12]2)[C:18]2[CH:19]=[CH:20][C:21]([CH3:23])=[CH:22][C:17]=2[N:16]=1)[CH3:26]. Procedure: 4-(2-ethoxy-5-methylbenzoimidazol-1-yl)-piperidine-1-carboxylic acid tert-butyl ester (367 mg, 1.02 mmol) was dissolved in CH2Cl2 (2 mL) and TFA (1 mL) and the solution was stirred at rt for 1 hour. The mixture was evaporated to dryness and the residue was extracted with CH2Cl2, brine and 2N NaOH solution. The organic layer was washed with brine and dried over Na2SO4. After the evaporation of solvents, an oily residue was obtained (217 mg, 0.84 mmol) as 4-(2-ethoxy-5-methylbenzoimidazol-1-yl)-pi... The reactants are C(C1=CC=CC=C1)(SC=1C=C2C=NN(C2=CC1)C1=CC=C(C=C1)F)=O (S-1-(4-fluorophenyl)-1H-indazol-5-yl benzothioate), C([O-])([O-])=O.[K+].[K+] (potassium carbonate), O (water). Solvent: CO (methanol). Product: FC1=CC=C(C=C1)N1N=CC2=CC(=CC=C12)S (1-(4-fluorophenyl)-1H-indazole-5-thiol). As a reaction SMILES: C(=O)([S:8][C:9]1[CH:10]=[C:11]2[C:15](=[CH:16][CH:17]=1)[N:14]([C:18]1[CH:23]=[CH:22][C:21]([F:24])=[CH:20][CH:19]=1)[N:13]=[CH:12]2)C1C=CC=CC=1.C(=O)([O-])[O-].[K+].[K+].O>CO>[F:24][C:21]1[CH:20]=[CH:19][C:18]([N:14]2[C:15]3[C:11](=[CH:10][C:9]([SH:8])=[CH:17][CH:16]=3)[CH:12]=[N:13]2)=[CH:23][CH:22]=1 |f:1.2.3|. Procedure: To S-1-(4-fluorophenyl)-1H-indazol-5-yl benzothioate (0.046 g, 0.13 mmol) in methanol (3 mL), potassium carbonate (0.011 mL, 0.20 mmol) was added and the mixture was stirred at r.t. for 2 h. water was than added, 1N HCl (2 ml) and extracted with EtOAc (2*20 ml), dried, evaporated and then purified on HPLC. The relevant fractions were collected freeze dried and analysed by LC/MS. Starting materials: CC(C)C[Al+]CC(C)C, Cl, [H-], C1CCOC1, COC(=O)c1nn(-c2ccccc2)c2ccccc12, Cc1ccccc1. The product is O=Cc1nn(-c2ccccc2)c2ccccc12. As a reaction SMILES: [CH2:28]([Al+:29][CH2:30][CH:31]([CH3:32])[CH3:33])[CH:34]([CH3:35])[CH3:36].[ClH:37].[H-:27].[O:38]1[CH2:39][CH2:40][CH2:41][CH2:42]1.[c:1]1(-[n:7]2[n:8][c:9]([C:16](=[O:17])[O:18][CH3:19])[c:10]3[cH:11][cH:12][cH:13][cH:14][c:15]23)[cH:2][cH:3][cH:4][cH:5][cH:6]1.[c:20]1([CH3:21])[cH:22][cH:23][cH:24][cH:25][cH:26]1>>[c:1]1(-[n:7]2[n:8][c:9]([CH:16]=[O:17])[c:10]3[cH:11][cH:12][cH:13][cH:14][c:15]23)[cH:2][cH:3][cH:4][cH:5][cH:6]1. The reactants are C1COCCN1, CCOC(C)=O, CCN(C(C)C)C(C)C, O=[N+]([O-])c1ccc(F)c(F)c1. The product is O=[N+]([O-])c1ccc(N2CCOCC2)c(F)c1. RXN SMILES: [CH2:12]1[CH2:13][O:14][CH2:15][CH2:16][NH:17]1.[CH3:27][CH2:28][O:29][C:30](=[O:31])[CH3:32].[CH:18]([N:19]([CH2:20][CH3:21])[CH:22]([CH3:23])[CH3:24])([CH3:25])[CH3:26].[F:1][c:2]1[cH:3][c:4]([N+:9](=[O:10])[O-:11])[cH:5][cH:6][c:7]1[F:8]>>[F:1][c:2]1[cH:3][c:4]([N+:9](=[O:10])[O-:11])[cH:5][cH:6][c:7]1[N:17]1[CH2:12][CH2:13][O:14][CH2:15][CH2:16]1. Conditions: time 30 minute. Solvent: CO (methanol). The reactants are Cl.NC(=N)N (guanidine hydrochloride), C[O-].[Na+] (sodium methoxide), ClC1=C2C=C(N(C2=CC(=C1)OC1=C(C=CC=C1)[N+](=O)[O-])C)C(=O)OCC (ethyl 4-chloro-1-methyl-6-(2-nitrophenoxy)-2-indolecarboxylate). Reported procedure: After 2.87 g (30.0 mmol) of guanidine hydrochloride was added to 25 ml of a methanol solution of 1.62 g (30.0 mmol) of sodium methoxide, the mixture was stirred at room temperature for 30 minutes. The precipitated sodium chloride was filtered off. To the obtained solution was added 0.51 g (1.50 mmol) of ethyl 4-chloro-1-methyl-6-(2-nitrophenoxy)-2-indolecarboxylate. Subsequently methanol was distilled off under reduced pressure. The resulting residue was heated at 130° C. for 5 minutes and then ... Yields the product ClC1=C2C=C(NC2=CC(=C1)OC1=C(C=CC=C1)[N+](=O)[O-])C(=O)N=C(NC)N (4-chloro-1-methyl-6-(2-nitrophenoxy)-2-indoloylguanidine). As a reaction SMILES: Cl.[NH2:2][C:3]([NH2:5])=[NH:4].[CH3:6][O-].[Na+].[Cl:9][C:10]1[CH:18]=[C:17]([O:19][C:20]2[CH:25]=[CH:24][CH:23]=[CH:22][C:21]=2[N+:26]([O-:28])=[O:27])[CH:16]=[C:15]2[C:11]=1[CH:12]=[C:13]([C:30](OCC)=[O:31])[N:14]2C>CO>[Cl:9][C:10]1[CH:18]=[C:17]([O:19][C:20]2[CH:25]=[CH:24][CH:23]=[CH:22][C:21]=2[N+:26]([O-:28])=[O:27])[CH:16]=[C:15]2[C:11]=1[CH:12]=[C:13]([C:30]([N:4]=[C:3]([NH2:5])[NH:2][CH3:6])=[O:31])[NH:14]2 |f:0.1,2.3|. The yield is 39.5%. Reactants: FC(C1=NC2=CC(=CC=C2C(=C1C(=O)OCC)O)C(F)(F)F)(F)F (ethyl 2,7-bis-(trifluoromethyl)-4-hydroxy-3-quinoline-carboxylate), [OH-].[Na+] (sodium hydroxide). Solvent: C(C)O (ethanol). Run at time 7 hour. Product: FC(C1=NC2=CC(=CC=C2C(=C1C(=O)O)O)C(F)(F)F)(F)F (2,7-bis-(trifluoromethyl)-4-hydroxy-3-quinoline-carboxylic acid). The yield is 94.8%. Reaction SMILES: [F:1][C:2]([F:24])([F:23])[C:3]1[C:12]([C:13]([O:15]CC)=[O:14])=[C:11]([OH:18])[C:10]2[C:5](=[CH:6][C:7]([C:19]([F:22])([F:21])[F:20])=[CH:8][CH:9]=2)[N:4]=1.[OH-].[Na+]>C(O)C>[F:23][C:2]([F:1])([F:24])[C:3]1[C:12]([C:13]([OH:15])=[O:14])=[C:11]([OH:18])[C:10]2[C:5](=[CH:6][C:7]([C:19]([F:22])([F:20])[F:21])=[CH:8][CH:9]=2)[N:4]=1 |f:1.2|. Procedure details: A mixture of 21.38 g of the product of Step D, 300 ml of ethanol and 60.5 ml of sodium hydroxide solution was refluxed with stirring for 7 hours and the ethanol was then distilled under reduced pressure at 40° C. The residue was taken up in about 300 ml of water and the pH was adjusted to 1 by addition of 20% hydrochloric acid. The mixture was vacuum filtered and the recovered product was washed with water and was taken up in 350 ml of ether. The organic phase was washed with water, dried and ev... The reactants are N(C)CC(=O)N[C@@H](C(C(O)=O)CC1=CC=CC=C1)C(=O)N(C)CC(=O)N[C@@H](CC1=CC=C(C=C1)O)C(=O)N.C1(=CC=CC=C1)COC(=O)[C@](N)(CCCNC(N)=N)C(=O)Cl (Alpha-Phenylmethoxycarbonyl-L-Arginyl(HCL)-Sarcosyl-beta-benzyl-L-Aspartyl-Sarcosyl-L-Tyrosine amide). The reagents and catalysts are [Pd] (Pd/C). Run in C(C)(=O)O (acetic acid), O (water). Conditions: time 15 hour. The product is N[C@@H](CCCNC(N)=N)C(=O)N(C)CC(=O)N[C@@H](CC(O)=O)C(=O)N(C)CC(=O)N[C@@H](CC1=CC=C(C=C1)O)C(=O)N (Arg-Sar-Asp-Sar-Tyr-NH2). The yield is 50.4%. Reaction SMILES: [NH:1]([CH2:3][C:4]([NH:6][C@H:7]([C:19]([N:21]([CH2:23][C:24]([NH:26][C@H:27]([C:36]([NH2:38])=[O:37])[CH2:28][C:29]1[CH:34]=[CH:33][C:32]([OH:35])=[CH:31][CH:30]=1)=[O:25])[CH3:22])=[O:20])[CH:8](CC1C=CC=CC=1)[C:9](=[O:11])[OH:10])=[O:5])[CH3:2].C1(C[O:46][C:47]([C@@:49](C(Cl)=O)([CH2:51][CH2:52][CH2:53][NH:54][C:55](=[NH:57])[NH2:56])[NH2:50])=O)C=CC=CC=1>C(O)(=O)C.O.[Pd]>[NH2:50][C@H:49]([C:47]([N:1]([CH2:3][C:4]([NH:6][C@H:7]([C:19]([N:21]([CH2:23][C:24]([NH:26][C@H:27]([C:36]([NH2:38])=[O:37])[CH2:28][C:29]1[CH:30]=[CH:31][C:32]([OH:35])=[CH:33][CH:34]=1)=[O:25])[CH3:22])=[O:20])[CH2:8][C:9](=[O:11])[OH:10])=[O:5])[CH3:2])=[O:46])[CH2:51][CH2:52][CH2:53][NH:54][C:55](=[NH:56])[NH2:57] |f:0.1|. Procedure: Alpha-Phenylmethoxycarbonyl-L-Arginyl(HCL)-Sarcosyl-beta-benzyl-L-Aspartyl-Sarcosyl-L-Tyrosine amide (1.0 g) was dissolved in 100 ml of 75% aqueous acetic acid and reduced with 0.5 g of 10% Pd/C at 50 p.s.i. for 15 hours. The catalyst was removed by filtration and the solution lyophilized to give 0.8 g. The material was dissolved in 7 ml water, filtered through a 3μ multipore filter, adjusted to pH 5 with NH4OH(conc.) and chromatographed in an SP-C-25 column (2.5×100 cm) with 0.20 M NH4OAc, pH 5...